This data is from the Open Reaction Database (ORD), a public repository of structured organic reaction records. The task is: describe an organic reaction: reactants, conditions, products, and yield Starting materials: C[N+]1(CCOCC1)[O-] (N-Methylmorpholine-N-oxide), C[N+]1(CCOCC1)[O-] (N-methylmorpholine-N-oxide), alcohol, N1[C@@H](CC2=CC=CC=C2C1)C(=O)O (Tic). The reagents and catalysts are [Ru](=O)(=O)(=O)[O-].C(CC)[N+](CCC)(CCC)CCC (Tetrapropylammonium perruthenate). The solvent is ClCCl (dichloromethane). Run at time 30 minute. Product: C1CCC2=CC(=CC=C12)C=O (Indan-5-carboxaldehyde). The yield is 82.0%. Reaction SMILES: C[N+]1([O-])[CH2:7][CH2:6][O:5]CC1.N1[CH2:18][C:17]2[C:12](=[CH:13][CH:14]=[CH:15][CH:16]=2)[CH2:11][C@H]1C(O)=O>ClCCl.[Ru]([O-])(=O)(=O)=O.C([N+](CCC)(CCC)CCC)CC>[CH2:11]1[C:12]2[C:17](=[CH:18][C:7]([CH:6]=[O:5])=[CH:14][CH:13]=2)[CH2:16][CH2:15]1 |f:3.4|. Procedure: A solution of the alcohol (370 mg, 2.5 mmol) in dichloromethane (10 mL) was stirred at room temperature. N-Methylmorpholine-N-oxide (307 mg, 2.62 mmol) and powdered 4 Å molecular sieves (˜1 g) were added and the mixture was stirred under Ar for 30 minutes. Tetrapropylammonium perruthenate (44 mg, 0.12 mmol) was added in one portion and stirring was continued for 30 minutes. Tic indicated some starting material remaining, so further N-methylmorpholine-N-oxide (100 mg, 0.85 mmol) was added and sti... The reactants are F[C@@]12[C@]3(C=CC(C=C3CC[C@H]1[C@@H]1CC=C([C@@]1(C)C[C@@H]2O)S(=O)C)=O)C (9-fluoro-11β-hydroxy-17-(methylsulfinyl)androsta-1,4,16-trien-3-one), fused sodium acetate, C(C)(=O)OC(C)=O (acetic anhydride). Reaction conditions: temperature 110 celsius. Yields the product C(C)(=O)OCSC=1[C@]2(C)[C@@H](CC1)[C@@H]1CCC3=CC(C=C[C@]3(C)[C@]1([C@H](C2)O)F)=O (17-[[(Acetyloxy)methyl]thio]-9-fluoro-11β-hydroxyandrosta-1,4,16-trien-3-one). Reaction SMILES: [F:1][C@:2]12[C@@H:19]([OH:20])[CH2:18][C@@:16]3([CH3:17])[C@@H:12]([CH2:13][CH:14]=[C:15]3[S:21]([CH3:23])=O)[C@@H:11]1[CH2:10][CH2:9][C:8]1[C@:3]2([CH3:25])[CH:4]=[CH:5][C:6](=[O:24])[CH:7]=1.[C:26]([O:29]C(=O)C)(=[O:28])[CH3:27]>>[C:26]([O:29][CH2:23][S:21][C:15]1[C@:16]2([CH2:18][C@H:19]([OH:20])[C@@:2]3([F:1])[C@@H:11]([CH2:10][CH2:9][C:8]4[C@:3]3([CH3:25])[CH:4]=[CH:5][C:6](=[O:24])[CH:7]=4)[C@@H:12]2[CH2:13][CH:14]=1)[CH3:17])(=[O:28])[CH3:27]. Reported procedure: A mixture of 1.5 g of 9-fluoro-11β-hydroxy-17-(methylsulfinyl)androsta-1,4,16-trien-3-one, 70 ml of acetic anhydride and 2 g of fused sodium acetate is heated at 110° C under nitrogen for 2 hours. The acetic anhydride is partially removed by distillation under vacuum and the resulting slurry is diluted with 1:1 chloroform-water. The organic layer is separated, washed with diluted sodium bicarbonate solution, water, dried over anhydrous sodium sulfate and evaporated in vacuo. The residue is disso... The reactants are C(CCC)C1(CC=C(CC1)C=1NC2=CC=C(C=C2C1C)OC(F)(F)F)N(C)C ((±)-N-[1-Butyl-4-(3-methyl-5-trifluoromethoxy-1H-indol-2-yl)cyclohex-3-enyl]-N,N-dimethylamine). The reagents and catalysts are [Pd] (Pd/C). The solvent is C(C)O (ethanol). Run at time 1.5 hour. The product is C(CCC)C1(CCC(CC1)C=1NC2=CC=C(C=C2C1C)OC(F)(F)F)N(C)C (1-Butyl-N,N-dimethyl-4-(3-methyl-5-(trifluoromethoxy)-1H-indol-2-yl)cyclohexanamine). As a reaction SMILES: [CH2:1]([C:5]1([N:26]([CH3:28])[CH3:27])[CH2:10][CH2:9][C:8]([C:11]2[NH:12][C:13]3[C:18]([C:19]=2[CH3:20])=[CH:17][C:16]([O:21][C:22]([F:25])([F:24])[F:23])=[CH:15][CH:14]=3)=[CH:7][CH2:6]1)[CH2:2][CH2:3][CH3:4]>C(O)C.[Pd]>[CH2:1]([C:5]1([N:26]([CH3:28])[CH3:27])[CH2:6][CH2:7][CH:8]([C:11]2[NH:12][C:13]3[C:18]([C:19]=2[CH3:20])=[CH:17][C:16]([O:21][C:22]([F:25])([F:23])[F:24])=[CH:15][CH:14]=3)[CH2:9][CH2:10]1)[CH2:2][CH2:3][CH3:4]. Reported procedure: (±)-N-[1-Butyl-4-(3-methyl-5-trifluoromethoxy-1H-indol-2-yl)cyclohex-3-enyl]-N,N-dimethylamine (320 mg, 0.81 mmol) was dissolved in ethanol (50 ml), and Pd/C (5%, 140 mg) was added under argon. Hydrogenation was carried out under 3 bar for 1.5 h. The catalyst was then filtered off with suction over Celite and the filtrate was concentrated. The solid pale brown residue (341 mg) was separated by chromatography [silica gel 60 (30 g); ethyl acetate/methanol (1:1; 500 ml); (1:2; 300 ml)]. 1-Butyl-N,N... The reactants are O=C([O-])O, C1CCOC1, Cc1ccc(C)n1-c1ccc2c(c1)CC(C)N2, O=C(Cl)OCc1ccccc1, [Na+], O. The product is Cc1ccc(C)n1-c1ccc2c(c1)CC(C)N2C(=O)OCc1ccccc1. Reaction SMILES: [C:18](=[O:19])([OH:20])[O-:21].[CH2:34]1[O:35][CH2:36][CH2:37][CH2:38]1.[CH3:1][c:2]1[n:3](-[c:8]2[cH:9][c:10]3[c:14]([cH:15][cH:16]2)[NH:13][CH:12]([CH3:17])[CH2:11]3)[c:4]([CH3:7])[cH:5][cH:6]1.[Cl:23][C:24](=[O:25])[O:26][CH2:27][c:28]1[cH:29][cH:30][cH:31][cH:32][cH:33]1.[Na+:22].[OH2:39]>>[CH3:1][c:2]1[n:3](-[c:8]2[cH:9][c:10]3[c:14]([cH:15][cH:16]2)[N:13]([C:24](=[O:25])[O:26][CH2:27][c:28]2[cH:29][cH:30][cH:31][cH:32][cH:33]2)[CH:12]([CH3:17])[CH2:11]3)[c:4]([CH3:7])[cH:5][cH:6]1. The reactants are Cc1ccccc1, CCOC(=O)c1cn(-c2ccc(Cl)cc2)c(-c2ccccc2Cl)n1. Yields the product O=Cc1cn(-c2ccc(Cl)cc2)c(-c2ccccc2Cl)n1. As a reaction SMILES: [CH3:25][c:26]1[cH:27][cH:28][cH:29][cH:30][cH:31]1.[Cl:1][c:2]1[c:3](-[c:8]2[n:9](-[c:18]3[cH:19][cH:20][c:21]([Cl:24])[cH:22][cH:23]3)[cH:10][c:11]([C:13](=[O:14])[O:15][CH2:16][CH3:17])[n:12]2)[cH:4][cH:5][cH:6][cH:7]1>>[Cl:1][c:2]1[c:3](-[c:8]2[n:9](-[c:18]3[cH:19][cH:20][c:21]([Cl:24])[cH:22][cH:23]3)[cH:10][c:11]([CH:13]=[O:14])[n:12]2)[cH:4][cH:5][cH:6][cH:7]1. Conditions: temperature 80 celsius. Reported procedure: 3-Bromo-4-methoxyphenylacetic acid (4.1 g, 16.7 mmol) in EtOH (100 mL) was treated with concentrated HCl (2 drops) and heated to 80° C. for 3 days. After cooling to room temperature, the mixture was concentrated to give the title compound. Reagents/catalysts: Cl (HCl). Reaction SMILES: [Br:1][C:2]1[CH:3]=[C:4]([CH2:10][C:11]([OH:13])=[O:12])[CH:5]=[CH:6][C:7]=1[O:8][CH3:9].[CH3:14][CH2:15]O>Cl>[CH2:14]([O:12][C:11](=[O:13])[CH2:10][C:4]1[CH:5]=[CH:6][C:7]([O:8][CH3:9])=[C:2]([Br:1])[CH:3]=1)[CH3:15]. Yields the product C(C)OC(CC1=CC(=C(C=C1)OC)Br)=O ((3-Bromo-4-methoxy-phenyl)-acetic acid ethyl ester). Starting materials: BrC=1C=C(C=CC1OC)CC(=O)O (3-Bromo-4-methoxyphenylacetic acid), CCO (EtOH).